Dataset: the Open Reaction Database (ORD), a public repository of structured organic reaction records. Task: describe an organic reaction: reactants, conditions, products, and yield The reactants are Cl.C1(CCCCCCCCC1)N1CCC2(C(NCN2C2=CC=CC=C2)=O)CC1 (8-cyclodecyl-1-phenyl-1,3,8-triaza-spiro[4,5]decan-4-one hydrochloride), C(C)(=O)OCBr (bromomethyl acetate). Product: Cl.COC(CN1CN(C2(C1=O)CCN(CC2)C2CCCCCCCCC2)C2=CC=CC=C2)=O ((8-Cyclodecyl-4-oxo-1-phenyl-1,3,8-triaza-spiro[4,5]dec-3-yl)-acetic acid methyl ester hydrochloride). As a reaction SMILES: [ClH:1].[CH:2]1([N:12]2[CH2:28][CH2:27][C:15]3([N:19]([C:20]4[CH:25]=[CH:24][CH:23]=[CH:22][CH:21]=4)[CH2:18][NH:17][C:16]3=[O:26])[CH2:14][CH2:13]2)[CH2:11][CH2:10][CH2:9][CH2:8][CH2:7][CH2:6][CH2:5][CH2:4][CH2:3]1.[C:29]([O:32][CH2:33]Br)(=[O:31])[CH3:30]>>[ClH:1].[CH3:33][O:32][C:29](=[O:31])[CH2:30][N:17]1[C:16](=[O:26])[C:15]2([CH2:27][CH2:28][N:12]([CH:2]3[CH2:11][CH2:10][CH2:9][CH2:8][CH2:7][CH2:6][CH2:5][CH2:4][CH2:3]3)[CH2:13][CH2:14]2)[N:19]([C:20]2[CH:21]=[CH:22][CH:23]=[CH:24][CH:25]=2)[CH2:18]1 |f:0.1,3.4|. Procedure: The title compound, white solid, m. p. 178° C. and MS: m/e=442.5 (M+H+) was prepared in accordance with the general method of example 24 from 8-cyclodecyl-1-phenyl-1,3,8-triaza-spiro[4,5]decan-4-one hydrochloride and bromomethyl acetate. Starting materials: C(C1=CC=CC=C1)N (benzylamine), C(=O)(N)NNC(=O)N (hydrazodicarbonamide), Cl (hydrochloric acid). Solvent: CN1C(CCC1)=O (N-methyl pyrrolidone). Product: C(C1=CC=CC=C1)N1C(NNC1=O)=O (4-benzyl-1,2,4-triazolidine-3,5-dione), crystals. Reaction SMILES: [CH2:1]([NH2:8])[C:2]1[CH:7]=[CH:6][CH:5]=[CH:4][CH:3]=1.[C:9]([NH:12][NH:13][C:14](N)=[O:15])(N)=[O:10].Cl>CN1CCCC1=O>[CH2:1]([N:8]1[C:14](=[O:15])[NH:13][NH:12][C:9]1=[O:10])[C:2]1[CH:7]=[CH:6][CH:5]=[CH:4][CH:3]=1. Procedure: 53.5 g of benzylamine and 59 g of hydrazodicarbonamide are stirred in 100 ml of N-methyl pyrrolidone for 4 hours at 175° C. and for 5 hours at 200° C. The solvent is then distilled off in vacuo, the residue is triturated with 50 ml of a 10% sodium hydroxide solution and the residue is isolated by filtration under suction. The filtrate is neutralised with 10% hydrochloric acid. A deposit is formed which is filtered off under suction and washed with water, giving 67 g (70% of the theoretical yield...